This data is from the Open Reaction Database (ORD), a public repository of structured organic reaction records. The task is: describe an organic reaction: reactants, conditions, products, and yield Reactants: [Al+3], Cc1cc(C)c(Br)cc1C, CC(=O)Cl, [Cl-], [Cl-], [Cl-], ClCCl, O. The product is CC(=O)c1c(C)c(C)cc(C)c1Br. RXN SMILES: [Al+3:16].[Br:1][c:2]1[c:3]([CH3:10])[cH:4][c:5]([CH3:9])[c:6]([CH3:8])[cH:7]1.[CH3:11][C:12]([Cl:13])=[O:14].[Cl-:15].[Cl-:17].[Cl-:18].[Cl:20][CH2:21][Cl:22].[OH2:19]>>[Br:1][c:2]1[c:3]([CH3:10])[cH:4][c:5]([CH3:9])[c:6]([CH3:8])[c:7]1[C:12]([CH3:11])=[O:14]. Reactants: C(C)(C)(C)OC(C1=CC(=C(C=C1)N)NCCC(=O)OCC)=O (4-Amino-3-(2-Ethoxycarbonyl-ethylamino)-benzoic acid tert-butyl ester), C1=CN(C=N1)C(=O)N2C=CN=C2 (CDI). The product is C(C)(C)(C)OC(=O)C1=CC2=C(NC(N2CCC(=O)OCC)=O)C=C1 (3-(2-Ethoxycarbonyl-ethyl)-2-oxo-2,3-dihydro-1-H-bezoimidazole-5-carboxylic acid tert-butyl ester). RXN SMILES: [C:1]([O:5][C:6](=[O:22])[C:7]1[CH:12]=[CH:11][C:10]([NH2:13])=[C:9]([NH:14][CH2:15][CH2:16][C:17]([O:19][CH2:20][CH3:21])=[O:18])[CH:8]=1)([CH3:4])([CH3:3])[CH3:2].C1N=CN([C:28](N2C=NC=C2)=[O:29])C=1>C1COCC1>[C:1]([O:5][C:6]([C:7]1[CH:12]=[CH:11][C:10]2[NH:13][C:28](=[O:29])[N:14]([CH2:15][CH2:16][C:17]([O:19][CH2:20][CH3:21])=[O:18])[C:9]=2[CH:8]=1)=[O:22])([CH3:3])([CH3:4])[CH3:2]. The solvent is C1CCOC1 (THF). Reported procedure: To a solution of 4-Amino-3-(2-Ethoxycarbonyl-ethylamino)-benzoic acid tert-butyl ester (900 mg, 2.92 mmol) in THF (20 ml) was added CDI (997 mg, 6 mmol). The solution was heated at 90 degrees for 30 minutes. The reaction mixture was evaporated to dryness, and then taken up in Ethyl Acetate. The organic phase was washed with brine, dried over MgSO4, filtered, evaporated to dryness. The residue was purified by flash Chromatography eluded with 5% methanol in CH2Cl2. After evaporation of the desired... Reaction conditions: time 55 minute. Yield: 100.0%. Yields the product O[C@@H](CC(=O)NCC(=O)N[C@@H](C(=O)NC1(CC1)C(=O)NCC(=O)O)CSC(C1=CC=CC=C1)(C1=CC=CC=C1)C1=CC=CC=C1)\C=C\CCSC(C1=CC=CC=C1)(C1=CC=CC=C1)C1=CC=CC=C1 ([(1-{(S)-2-[2-((E)-(S)-3-Hydroxy-7-tritylsulfanyl-hept-4-enoylamino)-acetylamino]-3-tritylsulfanyl-propionylamino}-cyclopropanecarbonyl)-amino]-acetic acid). Reaction SMILES: C[O:2][C:3](=[O:70])[CH2:4][NH:5][C:6]([C:8]1([NH:11][C:12](=[O:69])[C@H:13]([NH:35][C:36](=[O:68])[CH2:37][NH:38][C:39](=[O:67])[CH2:40][C@H:41]([OH:66])/[CH:42]=[CH:43]/[CH2:44][CH2:45][S:46][C:47]([C:60]2[CH:65]=[CH:64][CH:63]=[CH:62][CH:61]=2)([C:54]2[CH:59]=[CH:58][CH:57]=[CH:56][CH:55]=2)[C:48]2[CH:53]=[CH:52][CH:51]=[CH:50][CH:49]=2)[CH2:14][S:15][C:16]([C:29]2[CH:34]=[CH:33][CH:32]=[CH:31][CH:30]=2)([C:23]2[CH:28]=[CH:27][CH:26]=[CH:25][CH:24]=2)[C:17]2[CH:22]=[CH:21][CH:20]=[CH:19][CH:18]=2)[CH2:10][CH2:9]1)=[O:7].[Li+].[OH-]>C1COCC1.O>[OH:66][C@H:41](/[CH:42]=[CH:43]/[CH2:44][CH2:45][S:46][C:47]([C:60]1[CH:65]=[CH:64][CH:63]=[CH:62][CH:61]=1)([C:54]1[CH:55]=[CH:56][CH:57]=[CH:58][CH:59]=1)[C:48]1[CH:53]=[CH:52][CH:51]=[CH:50][CH:49]=1)[CH2:40][C:39]([NH:38][CH2:37][C:36]([NH:35][C@H:13]([CH2:14][S:15][C:16]([C:17]1[CH:18]=[CH:19][CH:20]=[CH:21][CH:22]=1)([C:23]1[CH:24]=[CH:25][CH:26]=[CH:27][CH:28]=1)[C:29]1[CH:34]=[CH:33][CH:32]=[CH:31][CH:30]=1)[C:12]([NH:11][C:8]1([C:6]([NH:5][CH2:4][C:3]([OH:70])=[O:2])=[O:7])[CH2:10][CH2:9]1)=[O:69])=[O:68])=[O:67] |f:1.2|. Reactants: COC(CNC(=O)C1(CC1)NC([C@@H](CSC(C1=CC=CC=C1)(C1=CC=CC=C1)C1=CC=CC=C1)NC(CNC(C[C@@H](\C=C\CCSC(C1=CC=CC=C1)(C1=CC=CC=C1)C1=CC=CC=C1)O)=O)=O)=O)=O ([(1-{(S)-2-[2-((E)-(S)-3-Hydroxy-7-tritylsulfanyl-hept-4-enoylamino)-acetylamino]-3-tritylsulfanyl-propionylamino}-cyclopropanecarbonyl)-amino]-acetic acid methyl ester), [Li+].[OH-] (LiOH). Solvent: C1CCOC1 (THF), O (water). Reported procedure: To 4 (157.3 mg, 0.154 mmol) in THF (2.45 mL) at 0° C. was added LiOH (9.19 mg, 0.384 mmol) in water (0.65 mL) dropwise and the reaction was stirred for 55 min. The reaction mixture was then quenched with 1M HCl (aq) (10 mL) and diluted with water (10 mL). EtOAc (30 mL) was added the layers separated and the aqueous layer was extracted with EtOAc (3×30 mL). The organic layers were combined, washed with saturated brine (20 mL), separated, dried (MgSO4) and concentrated in vacuo to give 5 (153 mg, ...